This data is from the Open Reaction Database (ORD), a public repository of structured organic reaction records. The task is: describe an organic reaction: reactants, conditions, products, and yield The reactants are CC(C)(C)OC(=O)N1CC=C(c2cc3c(Cl)ncnc3[nH]2)CC1, O=C([O-])O, CC(C)(C)OC(=O)OC(=O)OC(C)(C)C, CN1CCN(c2cc(N)cc(Cl)c2)CC1, [Na+], CN(C)C=O, O=C(O)C(F)(F)F. The product is CN1CCN(c2cc(Cl)cc(Nc3ncnc4[nH]c(C5=CCN(C(=O)OC(C)(C)C)CC5)cc34)c2)CC1. As a reaction SMILES: [C:1]([CH3:2])([CH3:3])([CH3:4])[O:5][C:6](=[O:7])[N:8]1[CH2:9][CH2:10][C:11]([c:14]2[cH:15][c:16]3[c:17]([n:18][cH:19][n:20][c:21]3[Cl:22])[nH:23]2)=[CH:12][CH2:13]1.[C:46](=[O:47])([OH:48])[O-:49].[C:51]([O:52][C:53]([O:54][C:55]([O:56][C:57]([CH3:58])([CH3:59])[CH3:60])=[O:61])=[O:62])([CH3:63])([CH3:64])[CH3:65].[Cl:24][c:25]1[cH:26][c:27]([NH2:38])[cH:28][c:29]([N:31]2[CH2:32][CH2:33][N:34]([CH3:37])[CH2:35][CH2:36]2)[cH:30]1.[Na+:50].[O:66]=[CH:67][N:68]([CH3:69])[CH3:70].[OH:39][C:40]([C:41]([F:42])([F:43])[F:44])=[O:45]>>[C:1]([CH3:2])([CH3:3])([CH3:4])[O:5][C:6](=[O:7])[N:8]1[CH2:9][CH2:10][C:11]([c:14]2[cH:15][c:16]3[c:17]([n:18][cH:19][n:20][c:21]3[NH:38][c:27]3[cH:26][c:25]([Cl:24])[cH:30][c:29]([N:31]4[CH2:32][CH2:33][N:34]([CH3:37])[CH2:35][CH2:36]4)[cH:28]3)[nH:23]2)=[CH:12][CH2:13]1. Reactants: CCO, COc1ccc(C2(C)COCC(C#N)N2)cc1. Product: COc1ccc(C2(C)COCC(CN)N2)cc1. As a reaction SMILES: [CH3:18][CH2:19][OH:20].[CH3:1][O:2][c:3]1[cH:4][cH:5][c:6]([C:9]2([CH3:17])[NH:10][CH:11]([C:15]#[N:16])[CH2:12][O:13][CH2:14]2)[cH:7][cH:8]1>>[CH3:1][O:2][c:3]1[cH:4][cH:5][c:6]([C:9]2([CH3:17])[NH:10][CH:11]([CH2:15][NH2:16])[CH2:12][O:13][CH2:14]2)[cH:7][cH:8]1. Starting materials: CC(C(C)=O)OC1=C(C=C(C(=O)OCC)C=C1)C (ethyl 4-(1-methyl-2-oxopropoxy)-3-methylbenzoate), ice. Run in S(O)(O)(=O)=O (sulfuric acid). Conditions: time 30 minute. The product is CC=1OC2=C(C1C)C=C(C=C2C)C(=O)O (2,3,7-Trimethyl-5-benzofurancarboxylic acid). Reaction SMILES: [CH3:1][CH:2]([O:6][C:7]1[CH:17]=[CH:16][C:10]([C:11]([O:13]CC)=[O:12])=[CH:9][C:8]=1[CH3:18])[C:3](=O)[CH3:4]>S(=O)(=O)(O)O>[CH3:1][C:2]1[O:6][C:7]2[C:8]([CH3:18])=[CH:9][C:10]([C:11]([OH:13])=[O:12])=[CH:16][C:17]=2[C:3]=1[CH3:4]. Procedure details: 250.3 g (1.0 mol) of ethyl 4-(1-methyl-2-oxopropoxy)-3-methylbenzoate are stirred in 400 ml of 94% sulfuric acid, first at room temperature for 30 minutes and then at 60° for 30 minutes. The reaction mixture is cooled to room temperature, poured onto 2 kg of ice and extracted with ethyl acetate. The organic phase is washed twice with water and then extracted 3 times with 500 ml of 2 N sodium carbonate solution each time. The sodium carbonate solutions are rendered acid (pH about 2-3) with 5 N hy... The reactants are chromic trioxide, C(C)OCC (diethyl ether), CC=1C(C(=C(C(C1C)=O)C)C(CCCCCOC(C)=O)O)=O (2,3,5-trimethyl-6-(6'-acetoxy-1'-hydroxyhexyl)-1,4-benzoquinone), C(C)(=O)[O-] (acetate), CC(=O)C.OS(=O)(=O)O.O=[Cr](=O)=O (Jones reagent). Solvent: O (water), S(O)(O)(=O)=O (sulfuric acid), O (water), 100, CC(=O)C (acetone). Product: CC=1C(C(=C(C(C1C)=O)C)C(CCCCCOC(C)=O)=O)=O (2,3,5-trimethyl-6-(6'-acetoxy-1'-oxohexyl)-1,4-benzoquinone). Reaction SMILES: [CH3:1][C:2]1[C:3](=[O:22])[C:4]([CH:11]([OH:21])[CH2:12][CH2:13][CH2:14][CH2:15][CH2:16][O:17][C:18](=[O:20])[CH3:19])=[C:5]([CH3:10])[C:6](=[O:9])[C:7]=1[CH3:8].C([O-])(=O)C.CC(C)=O.OS(O)(=O)=O.O=[Cr](=O)=O.C(OCC)C>CC(C)=O.S(=O)(=O)(O)O.O>[CH3:1][C:2]1[C:3](=[O:22])[C:4]([C:11](=[O:21])[CH2:12][CH2:13][CH2:14][CH2:15][CH2:16][O:17][C:18](=[O:20])[CH3:19])=[C:5]([CH3:10])[C:6](=[O:9])[C:7]=1[CH3:8] |f:2.3.4|. Procedure: A solution of 2,3,5-trimethyl-6-(6'-acetoxy-1'-hydroxyhexyl)-1,4-benzoquinone (formula IV-3 wherein R=H3C, n=4, in the form of acetate at --CH2OH) (0.74 part) in acetone (20 volume parts) was oxidized at 5° C. for 5 minutes with Jones reagent (0.6 volume part) prepared by dissolving chromic trioxide (26.72 parts) in concentrated sulfuric acid (23 volume parts) diluted with water to a volume of 100 volume parts. The resulting precipitate was decomposed with water, and the product was taken up wit... The reactants are COCCOC, [Na+], [Na+], O=C([O-])[O-], c1ccc(P(c2ccccc2)(c2ccccc2)[Pd](P(c2ccccc2)(c2ccccc2)c2ccccc2)(P(c2ccccc2)(c2ccccc2)c2ccccc2)P(c2ccccc2)(c2ccccc2)c2ccccc2)cc1, Fc1ccc(Br)cc1-c1nc(-c2ccccn2)no1, OB(O)c1ccncc1. The product is Fc1ccc(-c2ccncc2)cc1-c1nc(-c2ccccn2)no1. RXN SMILES: [CH3:112][O:113][CH2:114][CH2:115][O:116][CH3:117].[Na+:29].[Na+:30].[O-:31][C:32](=[O:33])[O-:34].[cH:35]1[cH:36][cH:37][c:38]([P:39]([Pd:40]([P:41]([c:42]2[cH:43][cH:44][cH:45][cH:46][cH:47]2)([c:48]2[cH:49][cH:50][cH:51][cH:52][cH:53]2)[c:54]2[cH:55][cH:56][cH:57][cH:58][cH:59]2)([P:60]([c:61]2[cH:62][cH:63][cH:64][cH:65][cH:66]2)([c:67]2[cH:68][cH:69][cH:70][cH:71][cH:72]2)[c:73]2[cH:74][cH:75][cH:76][cH:77][cH:78]2)[P:79]([c:80]2[cH:81][cH:82][cH:83][cH:84][cH:85]2)([c:86]2[cH:87][cH:88][cH:89][cH:90][cH:91]2)[c:92]2[cH:93][cH:94][cH:95][cH:96][cH:97]2)([c:98]2[cH:99][cH:100][cH:101][cH:102][cH:103]2)[c:104]2[cH:105][cH:106][cH:107][cH:108][cH:109]2)[cH:110][cH:111]1.[n:1]1[c:2](-[c:7]2[n:8][o:9][c:10](-[c:12]3[c:13]([F:19])[cH:14][cH:15][c:16]([Br:18])[cH:17]3)[n:11]2)[cH:3][cH:4][cH:5][cH:6]1.[n:20]1[cH:21][cH:22][c:23]([B:26]([OH:27])[OH:28])[cH:24][cH:25]1>>[n:1]1[c:2](-[c:7]2[n:8][o:9][c:10](-[c:12]3[c:13]([F:19])[cH:14][cH:15][c:16](-[c:23]4[cH:22][cH:21][n:20][cH:25][cH:24]4)[cH:17]3)[n:11]2)[cH:3][cH:4][cH:5][cH:6]1. Reactants: [OH-].[Na+] (sodium hydroxide), B(Cl)(Cl)Cl (boron trichloride), COC1=CC=C(C=C1)C1=CC2=C(S1)C=C(C=C2)OC (2-(4-methoxyphenyl)-6-methoxybenzo[b]thiophene), C(C1=CC=C(C=C1)OC)(=O)Cl (p-anisoyl chloride). The solvent is CO (methanol), C(Cl)Cl (methylene chloride). The product is COC1=CC=C(C=C1)C1=C(C2=C(S1)C=C(C=C2)OC)C(C2=CC=C(C=C2)OC)=O (2-(4-Methoxyphenyl)-3-(4-Methoxybenzoyl)-6-Methoxybenzo[b]thiophene). Isolated yield 89.6%. RXN SMILES: [OH-].[Na+].[CH3:3][O:4][C:5]1[CH:10]=[CH:9][C:8]([C:11]2[S:15][C:14]3[CH:16]=[C:17]([O:20][CH3:21])[CH:18]=[CH:19][C:13]=3[CH:12]=2)=[CH:7][CH:6]=1.[C:22](Cl)(=[O:31])[C:23]1[CH:28]=[CH:27][C:26]([O:29][CH3:30])=[CH:25][CH:24]=1.B(Cl)(Cl)Cl>CO.C(Cl)Cl>[CH3:3][O:4][C:5]1[CH:10]=[CH:9][C:8]([C:11]2[S:15][C:14]3[CH:16]=[C:17]([O:20][CH3:21])[CH:18]=[CH:19][C:13]=3[C:12]=2[C:22](=[O:31])[C:23]2[CH:28]=[CH:27][C:26]([O:29][CH3:30])=[CH:25][CH:24]=2)=[CH:7][CH:6]=1 |f:0.1|. Reported procedure: A 250 mL, 3 neck, round bottomed flask fitted with a mechanical agitator and connected to a sodium hydroxide scrubber is purged with nitrogen and charged with 2-(4-methoxyphenyl)-6-methoxybenzo[b]thiophene (5.3 g, 19.6 mmol), p-anisoyl chloride (3.68 g, 21.56 mmol), and 100 mL of methylene chloride. To this slurry at 20° C. is added boron trichloride (3.4 mL, 39.8 mmol) which had been condensed in a graduated cylinder. The reaction mixture is quenched after 40 minutes by the slow addition of 50 ... Starting materials: O=Cc1cccc(Br)c1, CCOc1ccc(Br)cc1, [Cl-], [NH4+], C1CCOC1. Product: CCOc1ccc(C(O)c2cccc(Br)c2)cc1. RXN SMILES: [Br:11][c:12]1[cH:13][c:14]([CH:15]=[O:16])[cH:17][cH:18][cH:19]1.[Br:1][c:2]1[cH:3][cH:4][c:5]([O:8][CH2:9][CH3:10])[cH:6][cH:7]1.[Cl-:20].[NH4+:21].[O:22]1[CH2:23][CH2:24][CH2:25][CH2:26]1>>[c:2]1([CH:15]([c:14]2[cH:13][c:12]([Br:11])[cH:19][cH:18][cH:17]2)[OH:16])[cH:3][cH:4][c:5]([O:8][CH2:9][CH3:10])[cH:6][cH:7]1.